From a dataset of the Open Reaction Database (ORD), a public repository of structured organic reaction records. describe an organic reaction: reactants, conditions, products, and yield The reactants are FC1=C(C(=C(C(=C1F)OC(C(=C)C)=O)F)F)S(=O)(=O)[O-].[Na+] (sodium 2,3,5,6-tetrafluoro-4-(methacryloyloxy)benzene sulfonate), [Br-].C1(=CC=CC=C1)[S+](C1=CC=CC=C1)C1=CC=CC=C1 (triphenylsulfonium bromide). Run in C(C)#N (acetonitrile). RXN SMILES: [F:1][C:2]1[C:7]([F:8])=[C:6]([O:9][C:10](=[O:14])[C:11]([CH3:13])=[CH2:12])[C:5]([F:15])=[C:4]([F:16])[C:3]=1[S:17]([O-:20])(=[O:19])=[O:18].[Na+].[Br-].[C:23]1([S+:29]([C:36]2[CH:41]=[CH:40][CH:39]=[CH:38][CH:37]=2)[C:30]2[CH:35]=[CH:34][CH:33]=[CH:32][CH:31]=2)[CH:28]=[CH:27][CH:26]=[CH:25][CH:24]=1>C(#N)C>[F:1][C:2]1[C:7]([F:8])=[C:6]([O:9][C:10](=[O:14])[C:11]([CH3:13])=[CH2:12])[C:5]([F:15])=[C:4]([F:16])[C:3]=1[S:17]([O-:20])(=[O:19])=[O:18].[C:36]1([S+:29]([C:23]2[CH:24]=[CH:25][CH:26]=[CH:27][CH:28]=2)[C:30]2[CH:35]=[CH:34][CH:33]=[CH:32][CH:31]=2)[CH:37]=[CH:38][CH:39]=[CH:40][CH:41]=1 |f:0.1,2.3,5.6|. Reported procedure: To a mixture of sodium 2,3,5,6-tetrafluoro-4-(methacryloyloxy)benzene sulfonate (52.0 g, 0.1516 mol) and triphenylsulfonium bromide (42.50 g, 0.1238 mol) was added 300 mL of distilled, de-ionized water and 300 mL of CH2Cl2. The reaction mixture was stirred at room temperature over the weekend. Stirring was stopped and the organic layer was isolated and washed twice with a 1% solution of aqueous ammonium hydroxide (175 mL), and five times with distilled, de-ionized water (250 mL), dried over sodi... Yields the product FC1=C(C(=C(C(=C1F)OC(C(=C)C)=O)F)F)S(=O)(=O)[O-].C1(=CC=CC=C1)[S+](C1=CC=CC=C1)C1=CC=CC=C1 (triphenylsulfonium 2,3,5,6-tetrafluoro-4-(methacryloyloxy)benzene sulfonate). Starting materials: Cl[Si](C(C)C)(C(C)C)Cl (Dichlorodiisopropylsilane), C(CCC)[Li] (n-butyllithium). Run in O1CCCC1 (tetrahydrofuran). The product is C(CCC)[Si](Cl)(C(C)C)C(C)C (butyldiisopropyl-chlorosilane). As a reaction SMILES: Cl[Si:2]([Cl:9])([CH:6]([CH3:8])[CH3:7])[CH:3]([CH3:5])[CH3:4].[CH2:10]([Li])[CH2:11][CH2:12][CH3:13]>O1CCCC1>[CH2:10]([Si:2]([CH:3]([CH3:4])[CH3:5])([CH:6]([CH3:7])[CH3:8])[Cl:9])[CH2:11][CH2:12][CH3:13]. Procedure: Dichlorodiisopropylsilane 1 is treated with n-butyllithium in tetrahydrofuran solution to yield butyldiisopropyl-chlorosilane 2, which is then reacted with lithium (trimethylsilyl)acetylide in situ to yield trimethylsilyl protected ethynyl butyldiisopropylsilane 3. Selective removal of the TMS group with potassium carbonate affords ethynyl butyldiisopropylsilane 4. Using a standard procedure, this ethynyl silane is lithiated with n-butyllithium then reacted with commercial flavanthrone to yield ... Reactants: [H-].[Na+] (sodium hydride), ClC=1C(=NC=C(C1)C(F)(F)F)C(C(=O)OCC)C(=O)OCC (diethyl 2-(3-chloro-5-trifluoromethyl-2-pyridyl)malonate), BrCN1C(C=2C(C1=O)=CC=CC2)=O (N-bromomethylphthalimide), C(C)(=O)O (acetic acid). Run in CN(C=O)C (dimethylformamide), CN(C=O)C (dimethylformamide), CN(C=O)C (dimethylformamide), O (water). Reaction conditions: time 15 minute. Product: diethyl ether light petroleum, ClC=1C(=NC=C(C1)C(F)(F)F)C(C(=O)OCC)(C(=O)OCC)CN1C(C2=CC=CC=C2C1=O)=O (Diethyl 2-[3-chloro-5-(trifluoromethyl)-2-pyridyl]-2-[(1,3-dioxo-2,3-dihydro-1H-2-isoindolyl)methyl]malonate). As a reaction SMILES: [H-].[Na+].[Cl:3][C:4]1[C:5]([CH:14]([C:20]([O:22][CH2:23][CH3:24])=[O:21])[C:15]([O:17][CH2:18][CH3:19])=[O:16])=[N:6][CH:7]=[C:8]([C:10]([F:13])([F:12])[F:11])[CH:9]=1.Br[CH2:26][N:27]1[C:31](=[O:32])[C:30]2=[CH:33][CH:34]=[CH:35][CH:36]=[C:29]2[C:28]1=[O:37].C(O)(=O)C>CN(C)C=O.O>[Cl:3][C:4]1[C:5]([C:14]([CH2:26][N:27]2[C:31](=[O:32])[C:30]3[C:29](=[CH:36][CH:35]=[CH:34][CH:33]=3)[C:28]2=[O:37])([C:20]([O:22][CH2:23][CH3:24])=[O:21])[C:15]([O:17][CH2:18][CH3:19])=[O:16])=[N:6][CH:7]=[C:8]([C:10]([F:13])([F:12])[F:11])[CH:9]=1 |f:0.1|. Procedure details: To a suspension of 60% sodium hydride (0.65 g) in dry dimethylformamide (20 ml) at 0° C. was added a solution of diethyl 2-(3-chloro-5-trifluoromethyl-2-pyridyl)malonate (5 g) in dry dimethylformamide (10 ml) and the mixture was stirred for 15 minutes. A solution of N-bromomethylphthalimide (3.55 g) in dry dimethylformamide (10 ml) was added dropwise and the mixture was warmed with stirring to 22° C. over 18 hours. Glacial acetic acid (1 ml) was added and the mixture was poured into cold water (...